The task is: describe an organic reaction: reactants, conditions, products, and yield. This data is from the Open Reaction Database (ORD), a public repository of structured organic reaction records. Starting materials: COC(CC=1C(=NC=CC1)C#CC1=NC(=NC=C1C(F)(F)F)NC1=CC=C(C=C1)C1CN(CCC1)C(=O)OC(C)(C)C)=O (tert-butyl 3-(4-((4-((3-(2-methoxy-2-oxoethyl)pyridin-2-yl)ethynyl)-5-(trifluoromethyl)pyrimidin-2-yl)amino)phenyl)piperidine-1-carboxylate). The reagents and catalysts are [Pd] (Pd/C), [Pd] (Pd/C). Run in CN(C)C=O (DMF), CN(C)C=O (DMF), C(C)N(CC)CC (triethylamine), CN(C)C=O (DMF), C(C)(=O)OCC (ethyl acetate), C(C)N(CC)CC (triethylamine), C(C)(=O)OCC (ethyl acetate), CN(C)C=O (DMF). Run at time 16 hour. The product is COC(CC=1C(=NC=CC1)CCC1=NC(=NC=C1C(F)(F)F)NC1=CC=C(C=C1)C1CN(CCC1)C(=O)OC(C)(C)C)=O (tert-Butyl 3-(4-((4-(2-(3-(2-methoxy-2-oxoethyl)pyridin-2-yl)ethyl)-5-(trifluoromethyl)pyrimidin-2-yl)amino)phenyl)piperidine-1-carboxylate). As a reaction SMILES: [CH3:1][O:2][C:3](=[O:43])[CH2:4][C:5]1[C:6]([C:11]#[C:12][C:13]2[C:18]([C:19]([F:22])([F:21])[F:20])=[CH:17][N:16]=[C:15]([NH:23][C:24]3[CH:29]=[CH:28][C:27]([CH:30]4[CH2:35][CH2:34][CH2:33][N:32]([C:36]([O:38][C:39]([CH3:42])([CH3:41])[CH3:40])=[O:37])[CH2:31]4)=[CH:26][CH:25]=3)[N:14]=2)=[N:7][CH:8]=[CH:9][CH:10]=1>CN(C=O)C.C(N(CC)CC)C.C(OCC)(=O)C.[Pd]>[CH3:1][O:2][C:3](=[O:43])[CH2:4][C:5]1[C:6]([CH2:11][CH2:12][C:13]2[C:18]([C:19]([F:22])([F:20])[F:21])=[CH:17][N:16]=[C:15]([NH:23][C:24]3[CH:29]=[CH:28][C:27]([CH:30]4[CH2:35][CH2:34][CH2:33][N:32]([C:36]([O:38][C:39]([CH3:41])([CH3:40])[CH3:42])=[O:37])[CH2:31]4)=[CH:26][CH:25]=3)[N:14]=2)=[N:7][CH:8]=[CH:9][CH:10]=1. Procedure: To a solution of tert-butyl 3-(4-((4-((3-(2-methoxy-2-oxoethyl)pyridin-2-yl)ethynyl)-5-(trifluoromethyl)pyrimidin-2-yl)amino)phenyl)piperidine-1-carboxylate (I147) (0.061 g, 0.10 mmol) in DMF (9 mL) and triethylamine (1 mL) was added a slurry of Pd/C (0.070 g) in DMF (3 mL). The resulting mixture was stirred under an atmosphere of hydrogen at room temperature for 16 hours. The crude reaction mixture was diluted with ethyl acetate then filtered through a pad of Celite. The Celite was washed with ... The reactants are O=[N+]([O-])c1ccc2c(C3=CCNCC3)c[nH]c2c1, c1cc(OCC2CO2)c2cc[nH]c2c1. Product: O=[N+]([O-])c1ccc2c(C3=CCN(CC(O)COc4cccc5[nH]ccc45)CC3)c[nH]c2c1. RXN SMILES: [N+:1](=[O:2])([O-:3])[c:4]1[cH:5][cH:6][c:7]2[c:8]([C:13]3=[CH:18][CH2:17][NH:16][CH2:15][CH2:14]3)[cH:9][nH:10][c:11]2[cH:12]1.[O:19]1[CH:20]([CH2:22][O:23][c:24]2[c:25]3[cH:26][cH:27][nH:28][c:29]3[cH:30][cH:31][cH:32]2)[CH2:21]1>>[N+:1](=[O:2])([O-:3])[c:4]1[cH:5][cH:6][c:7]2[c:8]([C:13]3=[CH:18][CH2:17][N:16]([CH2:21][CH:20]([OH:19])[CH2:22][O:23][c:24]4[c:25]5[cH:26][cH:27][nH:28][c:29]5[cH:30][cH:31][cH:32]4)[CH2:15][CH2:14]3)[cH:9][nH:10][c:11]2[cH:12]1. Reactants: COC1CN(Cc2ccccc2)CCC1CCO, CO, [H][H]. Yields the product COC1CNCCC1CCO. RXN SMILES: [CH3:1][O:2][CH:3]1[CH2:4][N:5]([CH2:12][c:13]2[cH:14][cH:15][cH:16][cH:17][cH:18]2)[CH2:6][CH2:7][CH:8]1[CH2:9][CH2:10][OH:11].[CH3:21][OH:22].[H:19][H:20]>>[CH3:1][O:2][CH:3]1[CH2:4][NH:5][CH2:6][CH2:7][CH:8]1[CH2:9][CH2:10][OH:11]. Reactants: ClC=1C=CC2=C(SC3=C(C(C2)Cl)C=CC(=C3)F)C1 (3,10-dichloro-7-fluoro-10,11-dihydro-dibenzo[b,f]thiepin), N1(CCNCC1)CCN1C(OCC1)=O (3-[2-(1-piperazinyl)-ethyl]-2-oxazolidinone), [OH-].[Na+] (sodium hydroxide). Product: ClC=1C=CC2=C(SC3=C(C(C2)N2CCN(CC2)CCN2C(OCC2)=O)C=CC(=C3)F)C1 (3-{2-[4-(3-chloro-7-fluoro-10,11-dihydro-dibenzo[b,f]thiepin-10-yl)-1-piperazinyl]-ethyl}-2-oxazolidinone). Reaction SMILES: [Cl:1][C:2]1[CH:3]=[CH:4][C:5]2[CH2:11][CH:10](Cl)[C:9]3[CH:13]=[CH:14][C:15]([F:17])=[CH:16][C:8]=3[S:7][C:6]=2[CH:18]=1.[N:19]1([CH2:25][CH2:26][N:27]2[CH2:31][CH2:30][O:29][C:28]2=[O:32])[CH2:24][CH2:23][NH:22][CH2:21][CH2:20]1.[OH-].[Na+]>>[Cl:1][C:2]1[CH:3]=[CH:4][C:5]2[CH2:11][CH:10]([N:22]3[CH2:23][CH2:24][N:19]([CH2:25][CH2:26][N:27]4[CH2:31][CH2:30][O:29][C:28]4=[O:32])[CH2:20][CH2:21]3)[C:9]3[CH:13]=[CH:14][C:15]([F:17])=[CH:16][C:8]=3[S:7][C:6]=2[CH:18]=1 |f:2.3|. Procedure details: 17 G. of 3,10-dichloro-7-fluoro-10,11-dihydro-dibenzo[b,f]thiepin are treated with 45.5 g. of 3-[2-(1-piperazinyl)-ethyl]-2-oxazolidinone and stirred at 120°-130° C. (internal temperature) for 8 minutes. The mixture is treated with 2N sodium hydroxide and extracted with ether. The ether solution is washed to neutrality and shaken out with dilute methanesulfonic acid. The acid solution is made alkaline with sodium hydroxide and extracted with methylene chloride. The organic solution is washed wit... Reactants: ClC1=C2C(=NC=C1)C(=CS2)C (7-chloro-3-methylthieno[3,2-b]pyridine), C(C)(=O)N1CCC(CC1)C=1N=C(SC1)NC1=C(C=C(C=N1)SCCC(=O)OC)OC1=CC=CC=C1 (methyl 3-(6-(4-(1-acetylpiperidin-4-yl)thiazol-2-ylamino)-5-phenoxypyridin-3-ylthio)propanoate), CC(C)(C)[O-].[K+] (KOtBu). Run in CS(=O)C (DMSO). Reaction conditions: time 2 hour. Product: CC1=CSC=2C1=NC=CC2SC=2C=C(C(=NC2)NC=2SC=C(N2)C2CCN(CC2)C(C)=O)OC2=CC=CC=C2 (1-(4-(2-(5-(3-methylthieno[3,2-b]pyridin-7-ylthio)-3-phenoxypyridin-2-ylamino)thiazol-4-yl)piperidin-1-yl)ethanone). Isolated yield 44690.1%. As a reaction SMILES: Cl[C:2]1[CH:7]=[CH:6][N:5]=[C:4]2[C:8]([CH3:11])=[CH:9][S:10][C:3]=12.[C:12]([N:15]1[CH2:20][CH2:19][CH:18]([C:21]2[N:22]=[C:23]([NH:26][C:27]3[N:32]=[CH:31][C:30]([S:33]CCC(OC)=O)=[CH:29][C:28]=3[O:40][C:41]3[CH:46]=[CH:45][CH:44]=[CH:43][CH:42]=3)[S:24][CH:25]=2)[CH2:17][CH2:16]1)(=[O:14])[CH3:13].CC([O-])(C)C.[K+]>CS(C)=O>[CH3:11][C:8]1[C:4]2=[N:5][CH:6]=[CH:7][C:2]([S:33][C:30]3[CH:29]=[C:28]([O:40][C:41]4[CH:46]=[CH:45][CH:44]=[CH:43][CH:42]=4)[C:27]([NH:26][C:23]4[S:24][CH:25]=[C:21]([CH:18]5[CH2:19][CH2:20][N:15]([C:12](=[O:14])[CH3:13])[CH2:16][CH2:17]5)[N:22]=4)=[N:32][CH:31]=3)=[C:3]2[S:10][CH:9]=1 |f:2.3|. Procedure details: 7-chloro-3-methylthieno[3,2-b]pyridine (0.072 g, 0.39 mmol) and methyl 3-(6-(4-(1-acetylpiperidin-4-yl)thiazol-2-ylamino)-5-phenoxypyridin-3-ylthio)propanoate (0.20 g, 0.39 mmol) were dissolved in DMSO (3 mL). The solution was degassed for 15 minutes under nitrogen. KOtBu (0.13 g, 1.2 mmol) was added and the reaction stirred at room temperature for two hours. The solution was quenched with water, extracted with dichloromethane, dried, and concentrated. Flash chromatography gave the title compoun...